This data is from the Open Reaction Database (ORD), a public repository of structured organic reaction records. The task is: describe an organic reaction: reactants, conditions, products, and yield Starting materials: O=C([O-])[O-], [Cl-], CC(C)c1cc2c(c(OS(=O)(=O)C(F)(F)F)c1C=O)C(=O)CC(C)(C)O2, OB(O)c1ccc(F)cc1, [K+], [K+], [NH4+], C1COCCO1, c1ccc(P(c2ccccc2)(c2ccccc2)[Pd](P(c2ccccc2)(c2ccccc2)c2ccccc2)(P(c2ccccc2)(c2ccccc2)c2ccccc2)P(c2ccccc2)(c2ccccc2)c2ccccc2)cc1. Yields the product CC(C)c1cc2c(c(-c3ccc(F)cc3)c1C=O)C(=O)CC(C)(C)O2. As a reaction SMILES: [C:37](=[O:38])([O-:39])[O-:40].[Cl-:43].[F:1][C:2]([F:3])([F:4])[S:5]([O:6][c:7]1[c:8]2[c:13]([cH:14][c:15]([CH:19]([CH3:20])[CH3:21])[c:16]1[CH:17]=[O:18])[O:12][C:11]([CH3:22])([CH3:23])[CH2:10][C:9]2=[O:24])(=[O:25])=[O:26].[F:27][c:28]1[cH:29][cH:30][c:31]([B:34]([OH:35])[OH:36])[cH:32][cH:33]1.[K+:41].[K+:42].[NH4+:44].[O:122]1[CH2:123][CH2:124][O:125][CH2:126][CH2:127]1.[cH:45]1[cH:46][cH:47][c:48]([P:49]([Pd:50]([P:51]([c:52]2[cH:53][cH:54][cH:55][cH:56][cH:57]2)([c:58]2[cH:59][cH:60][cH:61][cH:62][cH:63]2)[c:64]2[cH:65][cH:66][cH:67][cH:68][cH:69]2)([P:70]([c:71]2[cH:72][cH:73][cH:74][cH:75][cH:76]2)([c:77]2[cH:78][cH:79][cH:80][cH:81][cH:82]2)[c:83]2[cH:84][cH:85][cH:86][cH:87][cH:88]2)[P:89]([c:90]2[cH:91][cH:92][cH:93][cH:94][cH:95]2)([c:96]2[cH:97][cH:98][cH:99][cH:100][cH:101]2)[c:102]2[cH:103][cH:104][cH:105][cH:106][cH:107]2)([c:108]2[cH:109][cH:110][cH:111][cH:112][cH:113]2)[c:114]2[cH:115][cH:116][cH:117][cH:118][cH:119]2)[cH:120][cH:121]1>>[c:7]1(-[c:31]2[cH:30][cH:29][c:28]([F:27])[cH:33][cH:32]2)[c:8]2[c:13]([cH:14][c:15]([CH:19]([CH3:20])[CH3:21])[c:16]1[CH:17]=[O:18])[O:12][C:11]([CH3:22])([CH3:23])[CH2:10][C:9]2=[O:24]. Starting materials: CC(C)(C)OC(=O)N(Cc1ccc2c(c1)OCCO2)C1CCN(CCn2c(=O)cc(C(=O)O)c3ccccc32)CC1, O=C(n1ccnc1)n1ccnc1, CS(N)(=O)=O, C1CCOC1. The product is CC(C)(C)OC(=O)N(Cc1ccc2c(c1)OCCO2)C1CCN(CCn2c(=O)cc(C(=O)NS(C)(=O)=O)c3ccccc32)CC1. As a reaction SMILES: [C:1]([CH3:2])([CH3:3])([CH3:4])[O:5][C:6](=[O:7])[N:8]([CH:9]1[CH2:10][CH2:11][N:12]([CH2:15][CH2:16][n:17]2[c:18](=[O:30])[cH:19][c:20]([C:27](=[O:28])[OH:29])[c:21]3[cH:22][cH:23][cH:24][cH:25][c:26]23)[CH2:13][CH2:14]1)[CH2:31][c:32]1[cH:33][c:34]2[c:35]([cH:40][cH:41]1)[O:36][CH2:37][CH2:38][O:39]2.[C:42]([n:43]1[cH:44][cH:45][n:46][cH:47]1)([n:48]1[cH:49][cH:50][n:51][cH:52]1)=[O:53].[CH3:54][S:55](=[O:56])(=[O:57])[NH2:58].[O:59]1[CH2:60][CH2:61][CH2:62][CH2:63]1>>[C:1]([CH3:2])([CH3:3])([CH3:4])[O:5][C:6](=[O:7])[N:8]([CH:9]1[CH2:10][CH2:11][N:12]([CH2:15][CH2:16][n:17]2[c:18](=[O:30])[cH:19][c:20]([C:27](=[O:28])[NH:58][S:55]([CH3:54])(=[O:56])=[O:57])[c:21]3[cH:22][cH:23][cH:24][cH:25][c:26]23)[CH2:13][CH2:14]1)[CH2:31][c:32]1[cH:33][c:34]2[c:35]([cH:40][cH:41]1)[O:36][CH2:37][CH2:38][O:39]2. Starting materials: Cl.Cl.CN1C=NC(=C1)CCN (1-methyl-4-(2-aminoethyl)imidazole dihydrochloride), [OH-].[Na+] (sodium hydroxide), S(=O)(=O)([O-])[O-].CSC(=[NH2+])N.CSC(=[NH2+])N (S-methylthiouronium sulphate), resultant solution. Solvent: O (water). Product: S(=O)(=O)(O)O.CN1C=NC(=C1)CCNC(=N)N (2-(1-methyl-4-imidazolyl)ethylguanidine sulphate). As a reaction SMILES: [S:1]([O-:5])([O-:4])(=[O:3])=[O:2].CS[C:8]([NH2:10])=[NH2+:9].CSC(N)=[NH2+].Cl.Cl.[CH3:18][N:19]1[CH:23]=[C:22]([CH2:24][CH2:25][NH2:26])[N:21]=[CH:20]1.[OH-].[Na+]>O>[S:1]([OH:5])([OH:4])(=[O:3])=[O:2].[CH3:18][N:19]1[CH:23]=[C:22]([CH2:24][CH2:25][NH:26][C:8]([NH2:10])=[NH:9])[N:21]=[CH:20]1 |f:0.1.2,3.4.5,6.7,9.10|. Procedure details: An aqueous solution of S-methylthiouronium sulphate (2.1 g) is added to a solution prepared from 1-methyl-4-(2-aminoethyl)imidazole dihydrochloride (3.0 g) and sodium hydroxide (1.21 g) in water. The resultant solution is heated under reflux for 17 hours. The product, isolated in a manner similar to that described in Example 1 is recrystallized from aqueous ethanol yielding pure 2-(1-methyl-4-imidazolyl)ethylguanidine sulphate, m.p. 280°-282° C. Reactants: ClC1=CC=C(N(C)C2=C(NC(C3CCNCC3)=O)C=CC=C2)C=C1 (2'-(p-chloro-N-methylanilino)isonipecotanilide), C(=O)(OCC1=CC=CC=C1)N1CCC(C(=O)NC2=CC=CC=C2)CC1 (1-carbobenzoxyisonipecotanilide). The product is ClC1=CC2=C(N(C3=C(N=C2C2CCNCC2)C=CC=C3)C)C=C1 (2-Chloro-5-methyl-11-(4-piperidyl)-5H-dibenzo[b,e][1,4]diazepine). RXN SMILES: [Cl:1][C:2]1[CH:24]=[CH:23][C:5]([N:6]([C:8]2[CH:22]=[CH:21][CH:20]=[CH:19][C:9]=2[NH:10][C:11](=O)[CH:12]2[CH2:17][CH2:16][NH:15][CH2:14][CH2:13]2)[CH3:7])=[CH:4][CH:3]=1.C(N1CCC(C(NC2C=CC=CC=2)=O)CC1)(OCC1C=CC=CC=1)=O>>[Cl:1][C:2]1[CH:24]=[CH:23][C:5]2[N:6]([CH3:7])[C:8]3[CH:22]=[CH:21][CH:20]=[CH:19][C:9]=3[N:10]=[C:11]([CH:12]3[CH2:17][CH2:16][NH:15][CH2:14][CH2:13]3)[C:4]=2[CH:3]=1. Procedure details: The compound 2'-(p-chloro-N-methylanilino)isonipecotanilide, prepared by hydrolysis of the corresponding 1-carbobenzoxyisonipecotanilide, is cyclized by the procedure of Example 1 and, after isolation and purification of the product, 2-chloro-5-methyl-11-(4-piperidyl)-5H-dibenzo[b,e][1,4]-diazepine is thereby obtained.